Task: describe an organic reaction: reactants, conditions, products, and yield. Dataset: the Open Reaction Database (ORD), a public repository of structured organic reaction records Reactants: BrC=1N=C(C(=NC1)N)OC (5-bromo-3-methoxy-2-pyrazinamine), ClC=1C=C(C=CC1Cl)S(=O)(=O)Cl (3,4-dichlorobenzenesulphonyl chloride). The product is BrC=1N=C(C(=NC1)NS(=O)(=O)C1=CC(=C(C=C1)Cl)Cl)OC (N-(5-Bromo-3-methoxy-2-pyrazinyl)-3,4-dichlorobenzenesulphonamide). As a reaction SMILES: [Br:1][C:2]1[N:3]=[C:4]([O:9][CH3:10])[C:5]([NH2:8])=[N:6][CH:7]=1.[Cl:11][C:12]1[CH:13]=[C:14]([S:19](Cl)(=[O:21])=[O:20])[CH:15]=[CH:16][C:17]=1[Cl:18]>>[Br:1][C:2]1[N:3]=[C:4]([O:9][CH3:10])[C:5]([NH:8][S:19]([C:14]2[CH:15]=[CH:16][C:17]([Cl:18])=[C:12]([Cl:11])[CH:13]=2)(=[O:21])=[O:20])=[N:6][CH:7]=1. Procedure details: Prepared by the method of Example 1 (reaction performed at room temperature) using 5-bromo-3-methoxy-2-pyrazinamine (0.15 g) and 3,4-dichlorobenzenesulphonyl chloride (0.15 g). Yield 0.09 g. The reactants are C1=NC(=CC=2C3=CC=CC=C3NC12)C(=O)O (β-carbolin-3-carboxylic acid), CN (methylamine), ClC(=O)OCC (ethyl chloroformate), 11. Run in O1CCCC1 (tetrahydrofuran), O1CCCC1 (tetrahydrofuran), C(C)N(CC)CC (triethylamine). Reaction conditions: time 30 minute. Product: CNC(=O)C=1N=CC=2NC3=CC=CC=C3C2C1 (β-carbolin-3-carboxylic acid methylamide). As a reaction SMILES: [CH:1]1[C:13]2[NH:12][C:11]3[C:6](=[CH:7][CH:8]=[CH:9][CH:10]=3)[C:5]=2[CH:4]=[C:3]([C:14]([OH:16])=O)[N:2]=1.ClC(OCC)=O.[CH3:23][NH2:24]>O1CCCC1.C(N(CC)CC)C>[CH3:23][NH:24][C:14]([C:3]1[N:2]=[CH:1][C:13]2[NH:12][C:11]3[C:6]([C:5]=2[CH:4]=1)=[CH:7][CH:8]=[CH:9][CH:10]=3)=[O:16]. Procedure: A suspension of 5 g of β-carbolin-3-carboxylic acid in a mixture of 900 ml of tetrahydrofuran and 3.6 ml of triethylamine is boiled under reflux for 15 minutes and cooled to room temperature. Freshly distilled ethyl chloroformate (2.5 ml), dissolved in 100 ml of tetrahydrofuran, is added dropwise with stirring over a period of 11/2 hours. After the reaction mixture has been stirred for an additional 30 minutes, a large excess of methylamine is added. Stirring is continued for one hour, whereafte... Reactants: C(C)C=1C(N(C(=NC1C(F)(F)F)C1=CC=CC=C1)CC#C)=O (5-ethyl-3-propargyl-2-phenyl-6-trifluoromethyl-4(3H)-pyrimidinone), C(C)C=1C(N(C(=NC1C(F)(F)F)C1=CC=CC=C1)CC#C)=O (5-ethyl-3-propargyl-2-phenyl-6-trifluoromethyl-4(3H)-pyrimidinone), [OH-].[Na+] (NaOH). Run in C(C)(=O)OCC (ethyl acetate), C1CCOC1 (THF). Product: C(C)C=1C(N(C(=NC1C(F)(F)F)C1=CC=CC=C1)CC(C)=O)=O (5-Ethyl-3-(2-oxopropyl)-2-phenyl-6-trifluoromethyl-4(3H)-pyrimidinone). As a reaction SMILES: [CH2:1]([C:3]1[C:4](=[O:22])[N:5]([CH2:19][C:20]#[CH:21])[C:6]([C:13]2[CH:18]=[CH:17][CH:16]=[CH:15][CH:14]=2)=[N:7][C:8]=1[C:9]([F:12])([F:11])[F:10])[CH3:2].[OH-:23].[Na+]>C1COCC1.C(OCC)(=O)C>[CH2:1]([C:3]1[C:4](=[O:22])[N:5]([CH2:19][C:20](=[O:23])[CH3:21])[C:6]([C:13]2[CH:18]=[CH:17][CH:16]=[CH:15][CH:14]=2)=[N:7][C:8]=1[C:9]([F:12])([F:11])[F:10])[CH3:2] |f:1.2|. Procedure: To a stirred solution of 4.83 g (15.8 mmol) of 5-ethyl-3-propargyl-2-phenyl-6-trifluoromethyl-4(3H)-pyrimidinone (compound 46) in 50 mL of THF was added 50 mL of 10% aq NaOH. The mixture was heated at reflux for 2 h, cooled and diluted with 150 mL of ethyl acetate. The organic layer was separated, washed with 50 mL of water and 50 mL of brine and dried over MgSO4. Removal of the solvent afforded 4.74 g of 5-ethyl-3-(2-oxopropyl)-2-phenyl-6-trifluoromethyl-4(3H)-pyrimidinone (compound 179) as a w... Starting materials: FC1=C(C#N)C=C(C=C1)CC1=NNC(C=2CCCCC12)=O (2-Fluoro-5-(4-oxo-3,4,5,6,7,8-hexahydro-phthalazin-1-ylmethyl)-benzonitrile), [OH-].[Na+] (sodium hydroxide), S(O)(O)(=O)=O (sulfuric acid). Solvent: O (water). Reaction conditions: temperature 60 celsius, time 10 minute. Product: FC1=C(C(=O)O)C=C(C=C1)CC1=NNC(C=2CCCCC12)=O (2-Fluoro-5-(4-oxo-3,4,5,6,7,8-hexahydro-phthalazin-1-ylmethyl)-benzoic acid). As a reaction SMILES: [F:1][C:2]1[CH:9]=[CH:8][C:7]([CH2:10][C:11]2[C:20]3[CH2:19][CH2:18][CH2:17][CH2:16][C:15]=3[C:14](=[O:21])[NH:13][N:12]=2)=[CH:6][C:3]=1[C:4]#N.[OH-:22].[Na+].S(=O)(=O)(O)[OH:25]>O>[F:1][C:2]1[CH:9]=[CH:8][C:7]([CH2:10][C:11]2[C:20]3[CH2:19][CH2:18][CH2:17][CH2:16][C:15]=3[C:14](=[O:21])[NH:13][N:12]=2)=[CH:6][C:3]=1[C:4]([OH:25])=[O:22] |f:1.2|. Reported procedure: Crude 2-fluoro-5-(4-oxo-3,4,5,6,7,8-hexahydrophthalazin-1-ylmethyl)benzonitrile (10) (9.9 g, 34.9 mmol) was suspended in water (245 ml) and treated with sodium hydroxide (6.98 g, 174 mmol). The mixture was heated to 60° C. for 18 hours. The reaction was then cooled to 5° C. and concentrated sulfuric acid added dropwise until a precipitate formed (ca 10 ml, pH2). The suspension was stirred for 10 minutes at 5° C. and filtered. The solid isolated was washed with water (2×8 ml) and triturated with ...